From a dataset of the Open Reaction Database (ORD), a public repository of structured organic reaction records. describe an organic reaction: reactants, conditions, products, and yield Starting materials: NC1[C@@H]2N(C(=C(CS2)Cl)C(=O)OCC2=CC=C(C=C2)[N+](=O)[O-])C1=O (4-Nitrobenzyl 7-amino-3-chloro-3-cephem-4-carboxylate), C(=O)NC=1SC=C(N1)C(C(=O)O)=O (2-(2-formamidothiazol-4-yl)glyoxylic acid), P(=O)(Cl)(Cl)Cl (phosphorus oxychloride), C[N+](=CCl)C.[Cl-] (Vilsmeier reagent), resultant solution, C[N+](=CCl)C.[Cl-] (Vilsmeier reagent). Reported procedure: N,N-Dimethylformamide (88 mg) and phosphorus oxychloride (184 mg) were mixed to prepare Vilsmeier reagent in a conventional manner, and the resultant Vilsmeier reagent was suspended in dry tetrahydrofuran (10 ml). To the suspension was added 2-(2-formamidothiazol-4-yl)glyoxylic acid (0.2 g) under ice-cooling with stirring, and the solution was stirred at the same temperature for 30 minutes to prepare the activated acid solution. 4-Nitrobenzyl 7-amino-3-chloro-3-cephem-4-carboxylate (0.4 g) was d... Reaction SMILES: P(Cl)(Cl)(Cl)=O.C[N+](C)=CCl.[Cl-].[CH:12]([NH:14][C:15]1[S:16][CH:17]=[C:18]([C:20](=[O:24])[C:21]([OH:23])=O)[N:19]=1)=[O:13].[NH2:25][CH:26]1[C:47](=[O:48])[N:28]2[C:29]([C:34]([O:36][CH2:37][C:38]3[CH:43]=[CH:42][C:41]([N+:44]([O-:46])=[O:45])=[CH:40][CH:39]=3)=[O:35])=[C:30]([Cl:33])[CH2:31][S:32][C@H:27]12>O1CCCC1.C[Si](CC(N)=O)(C)C.C(OCC)(=O)C.O.CN(C)C=O>[CH:12]([NH:14][C:15]1[S:16][CH:17]=[C:18]([C:20](=[O:24])[C:21]([NH:25][CH:26]2[C:47](=[O:48])[N:28]3[C:29]([C:34]([O:36][CH2:37][C:38]4[CH:39]=[CH:40][C:41]([N+:44]([O-:46])=[O:45])=[CH:42][CH:43]=4)=[O:35])=[C:30]([Cl:33])[CH2:31][S:32][C@H:27]23)=[O:23])[N:19]=1)=[O:13] |f:1.2|. The yield is 18.1%. Yields the product C(=O)NC=1SC=C(N1)C(C(=O)NC1[C@@H]2N(C(=C(CS2)Cl)C(=O)OCC2=CC=C(C=C2)[N+](=O)[O-])C1=O)=O (4-nitrobenzyl 7-[2-(2-formamidothiazol-4-yl)glyoxyloylamino]-3-chloro-3-cephem-4-carboxylate). The solvent is C[Si](C)(C)CC(=O)N (trimethylsilylacetamide), C(C)(=O)OCC (ethyl acetate), CN(C=O)C (N,N-Dimethylformamide), O1CCCC1 (tetrahydrofuran), C(C)(=O)OCC (ethyl acetate), O (water). Reactants: C(C)(=O)OCC (ethyl acetate), [F-].C(CCC)[N+](CCCC)(CCCC)CCCC (tetrabutylammonium fluoride), solution, S1C=C(C=C1)C1=CC=C2C(=NN(C2=C1)COCC[Si](C)(C)C)NC(CCC)=O (N-[6-(3-thiophenyl)-1-[[2-(trimethylsilyl)ethoxy]methyl]-1H-indazol-3-yl]butanamide). Reaction SMILES: [F-].C([N+](CCCC)(CCCC)CCCC)CCC.[S:19]1[CH:23]=[CH:22][C:21]([C:24]2[CH:32]=[C:31]3[C:27]([C:28]([NH:41][C:42](=[O:46])[CH2:43][CH2:44][CH3:45])=[N:29][N:30]3COCC[Si](C)(C)C)=[CH:26][CH:25]=2)=[CH:20]1.C(OCC)(=O)C>O1CCCC1>[S:19]1[CH:23]=[CH:22][C:21]([C:24]2[CH:32]=[C:31]3[C:27]([C:28]([NH:41][C:42](=[O:46])[CH2:43][CH2:44][CH3:45])=[N:29][NH:30]3)=[CH:26][CH:25]=2)=[CH:20]1 |f:0.1|. Procedure details: 8.2 cm3 of tetrabutylammonium fluoride as a 1M solution in tetrahydrofuran are added to 570 mg of N-[6-(3-thiophenyl)-1-[[2-(trimethylsilyl)ethoxy]methyl]-1H-indazol-3-yl]butanamide, described previously, in 20 cm3 of tetrahydrofuran. The reaction medium is heated at about 66° C. for 18 hours. The heating is then stopped and 75 cm3 of ethyl acetate are added. This mixture is washed with 2×50 cm3 of saturated aqueous sodium hydrogen carbonate solution and then with 50 cm3 of saturated aqueous sod... Yields the product S1C=C(C=C1)C1=CC=C2C(=NNC2=C1)NC(CCC)=O (N-[6-(3-thiophenyl)-1H-indazol-3-yl]butanamide). Run in O1CCCC1 (tetrahydrofuran), O1CCCC1 (tetrahydrofuran). Run at temperature 66 celsius. The reactants are COc1cccc(N)c1, O=C(Cl)CCCl, ClCCl, [Na+], O=C([O-])O. The product is COc1cccc(NC(=O)CCCl)c1. RXN SMILES: [CH3:1][O:2][c:3]1[cH:4][c:5]([NH2:9])[cH:6][cH:7][cH:8]1.[Cl:15][CH2:16][CH2:17][C:18](=[O:19])[Cl:20].[Cl:21][CH2:22][Cl:23].[Na+:14].[O-:10][C:11]([OH:12])=[O:13]>>[CH3:1][O:2][c:3]1[cH:4][c:5]([NH:9][C:18]([CH2:17][CH2:16][Cl:15])=[O:19])[cH:6][cH:7][cH:8]1. The reactants are C(C)OC(C(CCCCCCCCCCCCCCCCCC)N=C(C1=CC=CC=C1)C1=CC=CC=C1)=O (ethyl-N-(diphenylmethylene)-2-aminoeicosanoate), Cl (hydrochloric acid), Example 28A, C(C)O (ethanol). Solvent: C1CCOC1 (THF). Conditions: time 30 minute. The product is Cl.NC(C(=O)OCC)CCCCCCCCCCCCCCCCCC (Ethyl 2-aminoeicosanoate Hydrochloride). Isolated yield 95.0%. RXN SMILES: [CH2:1]([O:3][C:4](=[O:38])[CH:5]([N:24]=C(C1C=CC=CC=1)C1C=CC=CC=1)[CH2:6][CH2:7][CH2:8][CH2:9][CH2:10][CH2:11][CH2:12][CH2:13][CH2:14][CH2:15][CH2:16][CH2:17][CH2:18][CH2:19][CH2:20][CH2:21][CH2:22][CH3:23])[CH3:2].C(O)C.[ClH:42]>C1COCC1>[ClH:42].[NH2:24][CH:5]([CH2:6][CH2:7][CH2:8][CH2:9][CH2:10][CH2:11][CH2:12][CH2:13][CH2:14][CH2:15][CH2:16][CH2:17][CH2:18][CH2:19][CH2:20][CH2:21][CH2:22][CH3:23])[C:4]([O:3][CH2:1][CH3:2])=[O:38] |f:4.5|. Procedure: To a stirred solution of ethyl-N-(diphenylmethylene)-2-aminoeicosanoate prepared as in Example 28A (104 g, 0.200 mol) in a 1:1 mixture (300 ml) of absolute ethanol and THF was added 0.5N hydrochloric acid (1.0 l) at room temperature over 10 min. The resulting solution was stirred for 30 min. Ethanol and THF were removed in vacuo and the aqueous slurry was extracted with CH2Cl2 (4×1 l). The extracts were combined and dried (MgSO4). The solvent was removed in vacuo and the crude product was recrys... Starting materials: ice water, C([O-])([O-])=O.[K+].[K+] (potassium carbonate), FC1=C(CBr)C=CC=C1 (2-fluorobenzyl bromide), ClC1=NC(=C2N=CNC2=N1)N(C)C (2-chloro-6-(N,N-dimethylamino)-9H-purine). The solvent is CN(C=O)C (N,N-dimethylformamide). Conditions: time 3 hour. Product: ClC1=NC(=C2N=CN(C2=N1)CC1=C(C=CC=C1)F)N(C)C (2-chloro-6-(N,N-dimethylamino)-9-(2-fluorobenzyl)-9H-purine). As a reaction SMILES: [Cl:1][C:2]1[N:10]=[C:9]2[C:5]([N:6]=[CH:7][NH:8]2)=[C:4]([N:11]([CH3:13])[CH3:12])[N:3]=1.C(=O)([O-])[O-].[K+].[K+].[F:20][C:21]1[CH:28]=[CH:27][CH:26]=[CH:25][C:22]=1[CH2:23]Br>CN(C)C=O>[Cl:1][C:2]1[N:10]=[C:9]2[C:5]([N:6]=[CH:7][N:8]2[CH2:23][C:22]2[CH:25]=[CH:26][CH:27]=[CH:28][C:21]=2[F:20])=[C:4]([N:11]([CH3:13])[CH3:12])[N:3]=1 |f:1.2.3|. Reported procedure: 3.31 g (16.8 mmol) of 2-chloro-6-(N,N-dimethylamino)-9H-purine are dissolved in 60 ml of N,N-dimethylformamide. 4.16 g (30.2 mmol) of potassium carbonate and 2.02 ml (16.8 mmol) of 2-fluorobenzyl bromide are added to the solution. The reaction mixture is then stirred for 3 hours at room temperature and then ice water is added and the whole is extracted three times with dichloromethane. The combined organic phases are washed twice with water, dried over magnesium sulfate and concentrated by evapo... Reactants: O1C(=CC=C1)C=1OC(=C(N1)COC1=C(C=C(COC2=NN(C=C2C(=O)OCC)CC=2C=NC=CC2)C=C1)OC)C (ethyl 3-[(4-{[2-(2-furyl)-5-methyl-1,3-oxazol-4-yl]methoxy}-3-methoxybenzyl)oxy]-1-(pyridin-3-ylmethyl)-1H-pyrazole-4-carboxylate), [H-].[Al+3].[Li+].[H-].[H-].[H-] (lithium aluminum hydride), O.O.O.O.O.O.O.O.O.O.S(=O)(=O)([O-])[O-].[Na+].[Na+] (Sodium sulfate decahydrate). Run in C(C)(=O)OCC (ethyl acetate), O1CCCC1 (tetrahydrofuran). Conditions: time 2 hour. Product: O1C(=CC=C1)C=1OC(=C(N1)COC1=C(C=C(COC2=NN(C=C2CO)CC=2C=NC=CC2)C=C1)OC)C ([3-[(4-{[2-(2-furyl)-5-methyl-1,3-oxazol-4-yl]methoxy}-3-methoxybenzyl)oxy]-1-(pyridin-3-ylmethyl)-1H-pyrazol-4-yl]methanol). Isolated yield 51.9%. As a reaction SMILES: [O:1]1[CH:5]=[CH:4][CH:3]=[C:2]1[C:6]1[O:7][C:8]([CH3:40])=[C:9]([CH2:11][O:12][C:13]2[CH:37]=[CH:36][C:16]([CH2:17][O:18][C:19]3[C:23]([C:24](OCC)=[O:25])=[CH:22][N:21]([CH2:29][C:30]4[CH:31]=[N:32][CH:33]=[CH:34][CH:35]=4)[N:20]=3)=[CH:15][C:14]=2[O:38][CH3:39])[N:10]=1.[H-].[Al+3].[Li+].[H-].[H-].[H-].O.O.O.O.O.O.O.O.O.O.S([O-])([O-])(=O)=O.[Na+].[Na+]>O1CCCC1.C(OCC)(=O)C>[O:1]1[CH:5]=[CH:4][CH:3]=[C:2]1[C:6]1[O:7][C:8]([CH3:40])=[C:9]([CH2:11][O:12][C:13]2[CH:37]=[CH:36][C:16]([CH2:17][O:18][C:19]3[C:23]([CH2:24][OH:25])=[CH:22][N:21]([CH2:29][C:30]4[CH:31]=[N:32][CH:33]=[CH:34][CH:35]=4)[N:20]=3)=[CH:15][C:14]=2[O:38][CH3:39])[N:10]=1 |f:1.2.3.4.5.6,7.8.9.10.11.12.13.14.15.16.17.18.19|. Procedure details: To a solution of ethyl 3-[(4-{[2-(2-furyl)-5-methyl-1,3-oxazol-4-yl]methoxy}-3-methoxybenzyl)oxy]-1-(pyridin-3-ylmethyl)-1H-pyrazole-4-carboxylate (0.71 g) in tetrahydrofuran (30 mL) was added lithium aluminum hydride (0.08 g) at 0° C. and the mixture was stirred at room temperature for 2 hrs. Sodium sulfate decahydrate (0.65 g) was added to the reaction mixture, and the mixture was stirred at room temperature for 30 min. The reaction mixture was diluted with ethyl acetate and the precipitate wa... Reactants: CN1CCNCC1, ClCCl, Nc1cc([N+](=O)[O-])ccc1C(=O)Cl. Product: CN1CCN(C(=O)c2ccc([N+](=O)[O-])cc2N)CC1. Reaction SMILES: [CH3:1][N:2]1[CH2:3][CH2:4][NH:5][CH2:6][CH2:7]1.[Cl:21][CH2:22][Cl:23].[NH2:8][c:9]1[c:10]([C:11](=[O:12])[Cl:13])[cH:14][cH:15][c:16]([N+:18](=[O:19])[O-:20])[cH:17]1>>[CH3:1][N:2]1[CH2:3][CH2:4][N:5]([C:11]([c:10]2[c:9]([NH2:8])[cH:17][c:16]([N+:18](=[O:19])[O-:20])[cH:15][cH:14]2)=[O:12])[CH2:6][CH2:7]1. Reactants: FC(C(=O)NC1=C(C=CC=C1)SC1=C(C#N)C=CC=C1)(F)F (2-[2-(trifluoroacetylamino)phenylthio]benzonitrile), CI (methyl iodide), C([O-])([O-])=O.[K+].[K+] (potassium carbonate). The solvent is CN(C=O)C (N,N-dimethylformamide), O (water). Conditions: time 2 hour. Product: CN(C(C(F)(F)F)=O)C1=C(C=CC=C1)SC1=C(C#N)C=CC=C1 (2-[2-(N-Methyl-N-trifluoroacetylamino)phenylthio]benzonitrile). The yield is 95.8%. RXN SMILES: [F:1][C:2]([F:22])([F:21])[C:3]([NH:5][C:6]1[CH:11]=[CH:10][CH:9]=[CH:8][C:7]=1[S:12][C:13]1[CH:20]=[CH:19][CH:18]=[CH:17][C:14]=1[C:15]#[N:16])=[O:4].CI.[C:25](=O)([O-])[O-].[K+].[K+]>CN(C)C=O.O>[CH3:25][N:5]([C:6]1[CH:11]=[CH:10][CH:9]=[CH:8][C:7]=1[S:12][C:13]1[CH:20]=[CH:19][CH:18]=[CH:17][C:14]=1[C:15]#[N:16])[C:3](=[O:4])[C:2]([F:1])([F:21])[F:22] |f:2.3.4|. Procedure: In 20 ml of N,N-dimethylformamide was dissolved 2.8 g of 2-[2-(trifluoroacetylamino)phenylthio]benzonitrile followed by addition of 2.4 g of methyl iodide and 2.4 g of potassium carbonate, and the mixture was stirred at room temperature for 2 hours, at the end of which time the reaction mixture was diluted with water. The crystals separated out therefrom were collected by filtration, washed with water and aqueous ethanol to give 2.8 g of the title compound as white crystals.